The task is: describe an organic reaction: reactants, conditions, products, and yield. This data is from the Open Reaction Database (ORD), a public repository of structured organic reaction records. Reactants: CC(C(=O)OCC)(CCN1C(C(=C(C=C1)C1=CC=CC=C1)C)=O)S(=O)(=O)C (ethyl 2-methyl-4-(3-methyl-2-oxo-4-phenylpyridin-1(2H)-yl)-2-(methylsulfonyl)butanoate), O.[OH-].[Li+] (lithium hydroxide monohydrate). Run in Cl (HCl), O1CCCC1.CO.O (tetrahydrofuran methanol water). Conditions: time 8 hour. Product: CC(C(=O)O)(CCN1C(C(=C(C=C1)C1=CC=CC=C1)C)=O)S(=O)(=O)C (2-methyl-4-(3-methyl-2-oxo-4-phenylpyridin-1(2H)-yl)-2-(methylsulfonyl)butanoic acid). Reaction SMILES: [CH3:1][C:2]([S:24]([CH3:27])(=[O:26])=[O:25])([CH2:8][CH2:9][N:10]1[CH:15]=[CH:14][C:13]([C:16]2[CH:21]=[CH:20][CH:19]=[CH:18][CH:17]=2)=[C:12]([CH3:22])[C:11]1=[O:23])[C:3]([O:5]CC)=[O:4].O.[OH-].[Li+]>O1CCCC1.CO.O.Cl>[CH3:1][C:2]([S:24]([CH3:27])(=[O:25])=[O:26])([CH2:8][CH2:9][N:10]1[CH:15]=[CH:14][C:13]([C:16]2[CH:21]=[CH:20][CH:19]=[CH:18][CH:17]=2)=[C:12]([CH3:22])[C:11]1=[O:23])[C:3]([OH:5])=[O:4] |f:1.2.3,4.5.6|. Procedure: To a solution of ethyl 2-methyl-4-(3-methyl-2-oxo-4-phenylpyridin-1(2H)-yl)-2-(methylsulfonyl)butanoate (118.3 mg, 0.313 mmol) in tetrahydrofuran/methanol/water (4:1:1, 3.13 mL) was added lithium hydroxide monohydrate (26.3 mg, 0.626 mmol). The mixture was stirred at ambient temperature overnight. The mixture was diluted with aqueous HCl (1N in water) and extracted with ethyl acetate 2×. The combined organic extracts were dried over magnesium sulfate, filtered and concentrated to dryness to affo... Starting materials: [H-].[Na+] (NaH), COC(C1=C(C=C(C=C1)CCl)C1=C(C=CC=C1)C)=O (4-chloromethyl-2-(2-methylphenyl)benzoic acid methyl ester), C1(=CC=CC=C1)C1=CC=C(O1)CO (5-phenyl-2-hydroxymethylfuran), C1COCCOCCOCCOCCO1 (15-crown-5). Run in CN(C)C=O (DMF), C(C)(=O)OCC (ethyl acetate). Run at time 5 minute. Product: COC(C1=C(C=C(C=C1)COCC=1OC(=CC1)C1=CC=CC=C1)C1=C(C=CC=C1)C)=O (4-(5-phenylfur-2-ylmethyloxymethyl)-2-(2-methylphenyl)benzoic acid methyl ester). Yield: 82.0%. As a reaction SMILES: [C:1]1([C:7]2[O:11][C:10]([CH2:12][OH:13])=[CH:9][CH:8]=2)[CH:6]=[CH:5][CH:4]=[CH:3][CH:2]=1.[H-].[Na+].C1OCCOCCOCCOCCOC1.[CH3:31][O:32][C:33](=[O:49])[C:34]1[CH:39]=[CH:38][C:37]([CH2:40]Cl)=[CH:36][C:35]=1[C:42]1[CH:47]=[CH:46][CH:45]=[CH:44][C:43]=1[CH3:48]>CN(C=O)C.C(OCC)(=O)C>[CH3:31][O:32][C:33](=[O:49])[C:34]1[CH:39]=[CH:38][C:37]([CH2:40][O:13][CH2:12][C:10]2[O:11][C:7]([C:1]3[CH:2]=[CH:3][CH:4]=[CH:5][CH:6]=3)=[CH:8][CH:9]=2)=[CH:36][C:35]=1[C:42]1[CH:47]=[CH:46][CH:45]=[CH:44][C:43]=1[CH3:48] |f:1.2|. Procedure details: The 5-phenyl-2-hydroxymethylfuran prepared in Example 327B (345 mg, 1.98 mmol) was dissolved in 5 mL of dry DMF and NaH (50 mg, 1.98 mmol) was added followed by 15-crown-5 (436 mg, 1.98 mmol) and the reaction stirred for 5 minutes at ambient temperature. To the reaction was then added 4-chloromethyl-2-(2-methylphenyl)benzoic acid methyl ester (659 mg, 2.40 mmol) and the reaction was stirred at room temperature for 16 hours. The reaction mixture was taken up in ethyl acetate and washed with water... Starting materials: C#CCO, CN(C)n1cc(C(=O)O)c(=O)c2cc(I)ccc21, CC#N, CC(C)OC(C)C, [Cu]I, O, Cl[Pd]Cl, c1ccc(P(c2ccccc2)c2ccccc2)cc1, c1ccc(P(c2ccccc2)c2ccccc2)cc1. The product is CN(C)n1cc(C(=O)O)c(=O)c2cc(C#CCO)ccc21. RXN SMILES: [CH2:19]([C:20]#[CH:21])[OH:22].[CH3:1][N:2]([n:3]1[cH:4][c:5]([C:15](=[O:16])[OH:17])[c:6](=[O:14])[c:7]2[cH:8][c:9]([I:13])[cH:10][cH:11][c:12]12)[CH3:18].[CH3:31][C:32]#[N:33].[CH:24]([O:25][CH:26]([CH3:27])[CH3:28])([CH3:29])[CH3:30].[Cu:34][I:35].[OH2:23].[Pd:36]([Cl:37])[Cl:38].[c:39]1([P:40]([c:41]2[cH:42][cH:43][cH:44][cH:45][cH:46]2)[c:47]2[cH:48][cH:49][cH:50][cH:51][cH:52]2)[cH:53][cH:54][cH:55][cH:56][cH:57]1.[c:58]1([P:59]([c:60]2[cH:61][cH:62][cH:63][cH:64][cH:65]2)[c:66]2[cH:67][cH:68][cH:69][cH:70][cH:71]2)[cH:72][cH:73][cH:74][cH:75][cH:76]1>>[CH3:1][N:2]([n:3]1[cH:4][c:5]([C:15](=[O:16])[OH:17])[c:6](=[O:14])[c:7]2[cH:8][c:9]([C:21]#[C:20][CH2:19][OH:22])[cH:10][cH:11][c:12]12)[CH3:18]. Reactants: C(C)(=O)C1=C(C(=O)O)C=C(C=C1)OC (2-acetyl-5-methoxybenzoic acid), O.NN (hydrazine hydrate). Product: COC1=CC=C2C(=NNC(C2=C1)=O)C (7-Methoxy-4-methyl-2H-phthalazin-1-one). Reaction SMILES: [C:1]([C:4]1[CH:12]=[CH:11][C:10]([O:13][CH3:14])=[CH:9][C:5]=1[C:6](O)=[O:7])(=O)[CH3:2].O.[NH2:16][NH2:17]>>[CH3:14][O:13][C:10]1[CH:9]=[C:5]2[C:4]([C:1]([CH3:2])=[N:16][NH:17][C:6]2=[O:7])=[CH:12][CH:11]=1 |f:1.2|. Reported procedure: This compound is obtained according to the procedure described in 1.2. by reacting unpurified 2-acetyl-5-methoxybenzoic acid with hydrazine hydrate.